From a dataset of the Open Reaction Database (ORD), a public repository of structured organic reaction records. describe an organic reaction: reactants, conditions, products, and yield Starting materials: ClC1=C(C(=O)O)C=CC=C1Cl (2,3-dichlorobenzoic acid), C(CC)(=O)O (Propionic acid). Reagents/catalysts: [Cu] (copper). Run in C(C)(=O)OCC (Ethyl acetate). Product: ClC=1C=C(C(=O)O)C=CC1 (3-chlorobenzoic acid). Isolated yield 95.3%. Reaction SMILES: Cl[C:2]1[C:10]([Cl:11])=[CH:9][CH:8]=[CH:7][C:3]=1[C:4]([OH:6])=[O:5].C(O)(=O)CC>[Cu].C(OCC)(=O)C>[Cl:11][C:10]1[CH:2]=[C:3]([CH:7]=[CH:8][CH:9]=1)[C:4]([OH:6])=[O:5]. Reported procedure: A 50-mL round-bottom flask was equipped with a magnetic stir bar, reflux condenser, thermometer, nitrogen inlet, and heating mantle attached to a temperature controller. The flask was charged with 2,3-dichlorobenzoic acid (4.55 g, 23.8 mmol) and copper powder (3.02 g, 47.6 mmol). Propionic acid (30 mL) was added, and the resulting mixture was heated to 130°-135° C. The reaction was monitored by GC analysis and was judged to be complete when the starting material was no longer detectable (1 hour)... Reactants: C1(=CC=CC=C1)P(C1=CC=CC=C1)C1=CC=CC=C1 (triphenylphosphine), N(=N\C(=O)OC(C)C)/C(=O)OC(C)C (bis(1-methylethyl) (E)-1,2-diazenedicarboxylate), OCCC=1C(NNC(C1)=O)=O (4-(2-hydroxyethyl)-1,2-dihydro-3,6-pyridazinedione). Run in C1CCOC1 (THF). Reaction conditions: temperature 40 celsius. Yields the product N=1NC(C=C2C1OCC2)=O (5,6-Dihydrofuro[2,3-c]pyridazin-3(2H)-one). Isolated yield 16.3%. RXN SMILES: O[CH2:2][CH2:3][C:4]1[C:5](=[O:11])[NH:6][NH:7][C:8](=[O:10])[CH:9]=1.C1(P(C2C=CC=CC=2)C2C=CC=CC=2)C=CC=CC=1.N(/C(OC(C)C)=O)=N\C(OC(C)C)=O>C1COCC1>[N:6]1[NH:7][C:8](=[O:10])[CH:9]=[C:4]2[CH2:3][CH2:2][O:11][C:5]=12. Reported procedure: A mixture of 4-(2-hydroxyethyl)-1,2-dihydro-3,6-pyridazinedione (2.7 g) in THF (200 ml) was treated with triphenylphosphine (6.6 g) and bis(1-methylethyl) (E)-1,2-diazenedicarboxylate (5.0 ml) was warmed to 40° C. After 3 hours the mixture was evaporated and chromatographed onto silica which was added to the top of a column. Chromatography eluting with 0-10% methanol in DCM afforded impure product (420 mg) which was further purified by chromatography in a similar manner affording the product (39... The reactants are NC=1SC=CN1 (2-amino thiazole), C(C)(C)(C)[N+]#[C-] (tert-butylisonitrile), ClC1=C(C=O)C=CC(=C1)Cl (2,4-dichlorobenzaldehyde). Run in Cl(=O)(=O)(=O)O (perchloric acid). Product: C(C)(C)(C)NC1=C(N=C2SC=CN21)C2=C(C=C(C=C2)Cl)Cl (tert-Butyl-[6-(2,4-dichloro-phenyl)-imidazo[2,1-b]thiazol-5-yl]-amine). RXN SMILES: [NH2:1][C:2]1[S:3][CH:4]=[CH:5][N:6]=1.[C:7]([N+:11]#[C-:12])([CH3:10])([CH3:9])[CH3:8].[Cl:13][C:14]1[CH:21]=[C:20]([Cl:22])[CH:19]=[CH:18][C:15]=1[CH:16]=O>Cl(O)(=O)(=O)=O>[C:7]([NH:11][C:12]1[N:6]2[C:2]([S:3][CH:4]=[CH:5]2)=[N:1][C:16]=1[C:15]1[CH:18]=[CH:19][C:20]([Cl:22])=[CH:21][C:14]=1[Cl:13])([CH3:10])([CH3:9])[CH3:8]. Procedure details: Compound 30 was prepared in accordance with the general synthesis instructions from 1.0 ml (0.1 mmol) 2-amino thiazole solution (0.1 M, MC), 0.575 ml (0.115 mmol) tert-butylisonitrile solution (0.2 M, MC), 0.500 ml (0.15 mmol) 2,4-dichlorobenzaldehyde solution (0.3 M, MC) and 10 μl perchloric acid (w=20%) in a substance library. The reactants are C(#C)C=1C=NN2C1N=C(C=C2C(F)(F)F)C2=CC=C(C=C2)C(F)(F)F (3-ethynyl-7-trifluoromethyl-5-(4-trifluoromethyl-phenyl)-pyrazolo[1,5-a]pyrimidine), BrC1=CC=C(C=C1)S(=O)(=O)NCCOC (4-Bromo-N-(2-methoxy-ethyl)-benzenesulfonamide). Product: COCCNS(=O)(=O)C1=CC=C(C=C1)C#CC=1C=NN2C1N=C(C=C2C(F)(F)F)C2=CC=C(C=C2)C(F)(F)F (N-(2-Methoxy-ethyl)-4-[7-trifluoromethyl-5-(4-trifluoromethyl-phenyl)-pyrazolo[1,5-a]pyrimidin-3-ylethynyl]-benzenesulfonamide), solid. The yield is 70.0%. RXN SMILES: [C:1]([C:3]1[CH:4]=[N:5][N:6]2[C:11]([C:12]([F:15])([F:14])[F:13])=[CH:10][C:9]([C:16]3[CH:21]=[CH:20][C:19]([C:22]([F:25])([F:24])[F:23])=[CH:18][CH:17]=3)=[N:8][C:7]=12)#[CH:2].Br[C:27]1[CH:32]=[CH:31][C:30]([S:33]([NH:36][CH2:37][CH2:38][O:39][CH3:40])(=[O:35])=[O:34])=[CH:29][CH:28]=1>>[CH3:40][O:39][CH2:38][CH2:37][NH:36][S:33]([C:30]1[CH:31]=[CH:32][C:27]([C:2]#[C:1][C:3]2[CH:4]=[N:5][N:6]3[C:11]([C:12]([F:14])([F:13])[F:15])=[CH:10][C:9]([C:16]4[CH:21]=[CH:20][C:19]([C:22]([F:25])([F:24])[F:23])=[CH:18][CH:17]=4)=[N:8][C:7]=23)=[CH:28][CH:29]=1)(=[O:34])=[O:35]. Reported procedure: The title compound was prepared from 3-ethynyl-7-trifluoromethyl-5-(4-trifluoromethyl-phenyl)-pyrazolo[1,5-a]pyrimidine (example C.1) (355 mg, 1.0 mmol) and 4-bromo-N-(2-methoxy-ethyl)-benzenesulfonamide (example B.28) (276 mg, 1.0 mmol) according to general procedure II. Obtained as a yellow solid (400 mg, 70%). MS (ISP) 569.1 [(M+H)+]; mp 185-187° C. The reactants are COc1ncc(CN(C(=O)OC(C)(C)C)c2ccc(Br)c(F)n2)cc1F, CN(C)C=O, CC(C)[Mg+], [Cl-], [Cl-], [NH4+], C1CCOC1. The product is COc1ncc(CN(C(=O)OC(C)(C)C)c2ccc(C=O)c(F)n2)cc1F. As a reaction SMILES: [C:1]([CH3:2])([CH3:3])([CH3:4])[O:5][C:6]([N:7]([CH2:8][c:9]1[cH:10][n:11][c:12]([O:16][CH3:17])[c:13]([F:15])[cH:14]1)[c:18]1[n:19][c:20]([F:25])[c:21]([Br:24])[cH:22][cH:23]1)=[O:26].[CH3:32][N:33]([CH:34]=[O:35])[CH3:36].[CH:28]([Mg+:29])([CH3:30])[CH3:31].[Cl-:27].[Cl-:37].[NH4+:38].[O:39]1[CH2:40][CH2:41][CH2:42][CH2:43]1>>[C:1]([CH3:2])([CH3:3])([CH3:4])[O:5][C:6]([N:7]([CH2:8][c:9]1[cH:10][n:11][c:12]([O:16][CH3:17])[c:13]([F:15])[cH:14]1)[c:18]1[n:19][c:20]([F:25])[c:21]([CH:34]=[O:35])[cH:22][cH:23]1)=[O:26].